This data is from the Open Reaction Database (ORD), a public repository of structured organic reaction records. The task is: describe an organic reaction: reactants, conditions, products, and yield Reactants: COCCOS(=O)(=O)C1=CC=C(C=C1)C (toluene-4-sulfonic acid 2-methoxy-ethyl ester), BrC=1SC=CC1C (2-bromo-3-methylthiophene), [Mg] (magnesium), Grignard reagent. The solvent is C(C)OCC (diethyl ether), C(C)OCC (diethyl ether), C(C)OCC (diethyl ether). The product is COCCC=1SC=CC1C (2-(2-Methoxy-ethyl)-3-methyl-thiophene). The yield is 36.9%. RXN SMILES: Br[C:2]1[S:3][CH:4]=[CH:5][C:6]=1[CH3:7].[Mg].[CH3:9][O:10][CH2:11][CH2:12]OS(C1C=CC(C)=CC=1)(=O)=O>C(OCC)C>[CH3:9][O:10][CH2:11][CH2:12][C:2]1[S:3][CH:4]=[CH:5][C:6]=1[CH3:7]. Reported procedure: Some drops from a solution of 2-bromo-3-methylthiophene (1.5 g, 8.5 mmol) in dry diethyl ether was added to a suspension of magnesium (308 mg, 12.7 mmol, 1.5 equiv.) in dry diethyl ether until the Grignard reagent began to form and the mixture started to reflux. The remaining solution was added dropwise. A solution of toluene-4-sulfonic acid 2-methoxy-ethyl ester (2.9 g, 12.7 mmol, 1.5 equiv.) in dry diethyl ether was added dropwise at room temperature, and the mixture was refluxed for two hours... Reactants: S=C1NC=CC=C1C#N (2-thioxo-1,2-dihydropyridine-3-carbonitrile), BrBr (bromine). Solvent: C(C)(=O)OCC (ethyl acetate). Product: hexanes methylene chloride, BrC1=NSC2=NC=CC=C21 (3-bromoisothiazolo[5,4-b]pyridine). As a reaction SMILES: [S:1]=[C:2]1[C:7]([C:8]#[N:9])=[CH:6][CH:5]=[CH:4][NH:3]1.[Br:10]Br>C(OCC)(=O)C>[Br:10][C:8]1[C:7]2[C:2](=[N:3][CH:4]=[CH:5][CH:6]=2)[S:1][N:9]=1. Reported procedure: To a solution of 2-thioxo-1,2-dihydropyridine-3-carbonitrile (2.1 g, 15.44 mmol) in ethyl acetate (50 mL), bromine (5.9 g, 37.11 mmol) was added drop wise at 0° C. The reaction mixture was allowed to warm to room temperature and then refluxed for 3 h. The reaction mixture was concentrated under reduced pressure. Trituration with hexanes:methylene chloride (1:1) mixture gave 3-bromoisothiazolo[5,4-b]pyridine, as light brown solid which was carried forward without further purification. MW=215 conf... RXN SMILES: [F:1][C:2]([F:19])([F:18])[C:3]1[CH:8]=[CH:7][C:6]([C:9]2[C:10]([C:15](O)=[O:16])=[CH:11][CH:12]=[CH:13][CH:14]=2)=[CH:5][CH:4]=1.S(Cl)(Cl)=O.[NH2:24][C:25]1[CH:30]=[CH:29][C:28]([N:31]2[CH2:36][CH2:35][CH:34]([CH:37]([C:42]3[CH:47]=[CH:46][CH:45]=[CH:44][CH:43]=3)[C:38]([O:40][CH3:41])=[O:39])[CH2:33][CH2:32]2)=[CH:27][CH:26]=1.CCN(C(C)C)C(C)C>C(Cl)Cl.CN(C=O)C>[C:42]1([CH:37]([CH:34]2[CH2:35][CH2:36][N:31]([C:28]3[CH:27]=[CH:26][C:25]([NH:24][C:15]([C:10]4[CH:11]=[CH:12][CH:13]=[CH:14][C:9]=4[C:6]4[CH:7]=[CH:8][C:3]([C:2]([F:1])([F:18])[F:19])=[CH:4][CH:5]=4)=[O:16])=[CH:30][CH:29]=3)[CH2:32][CH2:33]2)[C:38]([O:40][CH3:41])=[O:39])[CH:43]=[CH:44][CH:45]=[CH:46][CH:47]=1. Solvent: C(Cl)Cl (DCM), C(Cl)Cl (DCM), CN(C)C=O (DMF). Reactants: NC1=CC=C(C=C1)N1CCC(CC1)C(C(=O)OC)C1=CC=CC=C1 ((±)-methyl 1-(4-aminophenyl)-α-phenyl-4-piperidineacetate), CCN(C(C)C)C(C)C (DIPEA), FC(C1=CC=C(C=C1)C=1C(=CC=CC1)C(=O)O)(F)F (4′-(trifluoromethyl)-[1,1′-biphenyl]-2-carboxylic acid), S(=O)(Cl)Cl (thionyl chloride). Procedure: DMF (0.5 ml) was added to a solution of 4′-(trifluoromethyl)-[1,1′-biphenyl]-2-carboxylic acid (0.014 mole) in DCM (50 ml) and thionyl chloride (0.028 mole). The mixture was stirred and refluxed for one hour. The solvent was evaporated. DCM (50 ml) was added twice and the solvent was evaporated. The residue was dissolved in DCM (20 ml) and this solution was added to a mixture of intermediate (15) (0.014 mole) and DIPEA (0.028 mole) in DCM (80 ml). The mixture was stirred at room temperature for ... Product: C1(=CC=CC=C1)C(C(=O)OC)C1CCN(CC1)C1=CC=C(C=C1)NC(=O)C1=C(C=CC=C1)C1=CC=C(C=C1)C(F)(F)F (methyl α-phenyl-1-[4-[[[4′-(trifluoromethyl)-[1,1′-biphenyl]-2-yl]carbonyl]amino]phenyl]-4-piperidineacetate). Yield: 77.3%. Starting materials: BrC(C(C)=O)C (3-bromobutan-2-one), [I-].[K+] (potassium iodide), C1(=CC=CC=C1)O (phenol), C([O-])([O-])=O.[K+].[K+] (potassium carbonate). The solvent is O (water), CC(=O)CC (ethyl methyl ketone), CC(=O)CC (ethyl methyl ketone). Yields the product O(C1=CC=CC=C1)C(C(C)=O)C (3-phenoxybutan-2-one). As a reaction SMILES: Br[CH:2]([CH3:6])[C:3](=[O:5])[CH3:4].[I-].[K+].[C:9]1([OH:15])[CH:14]=[CH:13][CH:12]=[CH:11][CH:10]=1.C(=O)([O-])[O-].[K+].[K+]>CC(CC)=O.O>[O:15]([CH:2]([CH3:6])[C:3](=[O:5])[CH3:4])[C:9]1[CH:14]=[CH:13][CH:12]=[CH:11][CH:10]=1 |f:1.2,4.5.6|. Procedure: A mixture of 3-bromobutan-2-one (75.5 g.) and finely-powdered potassium iodide (1 g.) in ethyl methyl ketone (50 ml.) was added dropwise, over 25 minutes, to a stirred, refluxing mixture of phenol (47 g.) and dry potassium carbonate (82 g.) in ethyl methyl ketone (100 ml.) Stirring and refluxing were continued for a total of 5 hours and the mixture was cooled, poured into water (cs. 500 ml.) and extracted with ether. The ether extract was washed exhaustively with 5N-sodium hydroxide, dried over ... Starting materials: ClC1=NC2=C(C=CC=C2C=C1)O (2-chloro-8-hydroxyquinoline), NC (H2NMe). The solvent is CCO (EtOH). Conditions: temperature 100 celsius. Product: CNC1=NC2=C(C=CC=C2C=C1)O (2-(Methylamino)-8-quinolinol). RXN SMILES: Cl[C:2]1[CH:11]=[CH:10][C:9]2[C:4](=[C:5]([OH:12])[CH:6]=[CH:7][CH:8]=2)[N:3]=1.[NH2:13][CH3:14]>CCO>[CH3:14][NH:13][C:2]1[CH:11]=[CH:10][C:9]2[C:4](=[C:5]([OH:12])[CH:6]=[CH:7][CH:8]=2)[N:3]=1. Reported procedure: To a solution of 2-chloro-8-hydroxyquinoline* (2.0 g, 11. I mmol) in EtOH (40 mL) was added H2NMe (40% aqueous solution, 40 mL, 464 mmol). The mixture was heated in a sealed Pyrex tube at 100° C. for 24 h. The solvent was evaporated and the resulting crude product was purified by column chromatography [gradient: CH2Cl2/MeOH (99:1) to 1% NH4OH in CH2Cl2/MeOH (80 20)] to give the title compound as a black-green solid Yield 1 31 g (67%), MS m/z 174 (M)+. Anal. (C10H10N2O) C, H, N